Dataset: the Open Reaction Database (ORD), a public repository of structured organic reaction records. Task: describe an organic reaction: reactants, conditions, products, and yield Reactants: C(=C)C=1C=CC=2C[C@@H]3[C@@H]4CCCC[C@@]4(C2C1)CCN3C(=O)OC(C)(C)C (3-vinyl-N-(tert-butyloxycarbonyl)morphinan), C(=C)C=1C=CC=2C[C@@H]3[C@@H]4CCCC[C@@]4(C2C1)CCN3C(=O)OC(C)(C)C (3-vinyl-N-(tert-butyloxycarbonyl)morphinan), [H][H] (hydrogen). Reagents/catalysts: [Pd] (Pd/C). The solvent is CO (methanol). The product is C(C)C=1C=CC=2C[C@@H]3[C@@H]4CCCC[C@@]4(C2C1)CCN3C(=O)OC(C)(C)C (3-Ethyl-N-(tert-butyloxycarbonyl)morphinan). Isolated yield 70.0%. RXN SMILES: [CH:1]([C:3]1[CH:4]=[CH:5][C:6]2[CH2:7][C@H:8]3[N:19]([C:20]([O:22][C:23]([CH3:26])([CH3:25])[CH3:24])=[O:21])[CH2:18][CH2:17][C@@:14]4([C:15]=2[CH:16]=1)[C@H:9]3[CH2:10][CH2:11][CH2:12][CH2:13]4)=[CH2:2].[H][H]>CO.[Pd]>[CH2:1]([C:3]1[CH:4]=[CH:5][C:6]2[CH2:7][C@H:8]3[N:19]([C:20]([O:22][C:23]([CH3:24])([CH3:26])[CH3:25])=[O:21])[CH2:18][CH2:17][C@@:14]4([C:15]=2[CH:16]=1)[C@H:9]3[CH2:10][CH2:11][CH2:12][CH2:13]4)[CH3:2]. Procedure details: To a stirred solution of 3-vinyl-N-(tert-butyloxycarbonyl)morphinan, 44 (10 mg, 0.028 mmol) in dry methanol (1 mL) was added Pd/C (4 mg) and the flask was charged with hydrogen gas in a balloon. After starting material disappeared on TLC, solvent was evaporated and column chromatography of the residue gave 7 mg (70%) of product: 1H NMR (300 MHz, CDCl3) δ7.06˜7.36 (3H, m); 4.37 (0.5H, s); 4.19 (0.5H, s); 3.88 (1H, dd); 3.11 (1H, m); 2.63 (2H, m); 2.59 (2H, m); 2.44 (1H, m); 1.60˜1.80 (4H, m); 1.4... Starting materials: C(C)(C)N1C2CNC(C1)C2 (2-isopropyl-2,5-diazabicyclo[2.2.1]heptane), C(C)(C)N(CC)C(C)C (diisopropylethylamine), ClC1=C(C=CC=C1)C1=C2CN(C(N(C2=CC(=C1)S(=O)(=O)Cl)C1=C(C=CC=C1Cl)Cl)=O)CC1=CC=C(C=C1)OC (5-(2-chlorophenyl)-1-(2,6-dichlorophenyl)-3-(4-methoxybenzyl)-2-oxo-1,2,3,4-tetrahydroquinazoline-7-sulfonyl chloride). Solvent: C1CCOC1 (THF). Reaction conditions: time 0.5 hour. The product is ClC1=C(C=CC=C1)C1=C2CN(C(N(C2=CC(=C1)S(=O)(=O)N1C2CN(C(C1)C2)C(C)C)C2=C(C=CC=C2Cl)Cl)=O)CC2=CC=C(C=C2)OC (5-(2-chlorophenyl)-1-(2,6-dichlorophenyl)-7-[(5-isopropyl-2,5-diazabicyclo[2.2.1]hept-2-yl)sulfonyl]-3-(4-methoxybenzyl)-3,4-dihydroquinazolin-2(1H)-one). Reaction SMILES: [CH:1]([N:4]1[CH2:9][CH:8]2[CH2:10][CH:5]1[CH2:6][NH:7]2)([CH3:3])[CH3:2].C(N(C(C)C)CC)(C)C.[Cl:20][C:21]1[CH:26]=[CH:25][CH:24]=[CH:23][C:22]=1[C:27]1[CH:36]=[C:35]([S:37](Cl)(=[O:39])=[O:38])[CH:34]=[C:33]2[C:28]=1[CH2:29][N:30]([CH2:50][C:51]1[CH:56]=[CH:55][C:54]([O:57][CH3:58])=[CH:53][CH:52]=1)[C:31](=[O:49])[N:32]2[C:41]1[C:46]([Cl:47])=[CH:45][CH:44]=[CH:43][C:42]=1[Cl:48]>C1COCC1>[Cl:20][C:21]1[CH:26]=[CH:25][CH:24]=[CH:23][C:22]=1[C:27]1[CH:36]=[C:35]([S:37]([N:7]2[CH2:6][CH:5]3[CH2:10][CH:8]2[CH2:9][N:4]3[CH:1]([CH3:3])[CH3:2])(=[O:39])=[O:38])[CH:34]=[C:33]2[C:28]=1[CH2:29][N:30]([CH2:50][C:51]1[CH:52]=[CH:53][C:54]([O:57][CH3:58])=[CH:55][CH:56]=1)[C:31](=[O:49])[N:32]2[C:41]1[C:42]([Cl:48])=[CH:43][CH:44]=[CH:45][C:46]=1[Cl:47]. Reported procedure: 2-isopropyl-2,5-diazabicyclo[2.2.1]heptane (INTERMEDIATE ABA2) (35 μL, ca. 0.249 mmol) and diisopropylethylamine (32 mg, 0.249 mmol) were added to a mixture of 5-(2-chlorophenyl)-1-(2,6-dichlorophenyl)-3-(4-methoxybenzyl)-2-oxo-1,2,3,4-tetrahydroquinazoline-7-sulfonyl chloride (103 mg, 0.166 mmol) (COMPOUND CCC8) in 2 mL THF at 0° C. The mixture was warmed to rt, stirred at this temperature for 0.5 h, and concentrated under reduced pressure. The residue was diluted with ethyl acetate and added t... Reactants: Clc1ccnc2cc(Br)ccc12, Nc1ccc(S(=O)(=O)O)cc1. Yields the product O=S(=O)(O)c1ccc(Nc2ccnc3cc(Br)ccc23)cc1. As a reaction SMILES: [Br:1][c:2]1[cH:3][cH:4][c:5]2[c:6]([Cl:12])[cH:7][cH:8][n:9][c:10]2[cH:11]1.[NH2:13][c:14]1[cH:15][cH:16][c:17]([S:20](=[O:21])(=[O:22])[OH:23])[cH:18][cH:19]1>>[Br:1][c:2]1[cH:3][cH:4][c:5]2[c:6]([NH:13][c:14]3[cH:15][cH:16][c:17]([S:20](=[O:21])(=[O:22])[OH:23])[cH:18][cH:19]3)[cH:7][cH:8][n:9][c:10]2[cH:11]1. The reactants are ClCCl.B(Br)(Br)Br (boron tribromide dichloromethane), COC1=CC2=C(NC(C=3C=CC=NC23)=O)C=C1 (9-Methoxybenzo[h][1,6]naphthyridine-5(6H)-one), ice water. Run in ClCCl (dichloromethane). Conditions: time 8 hour. Yields the product OC1=CC2=C(NC(C=3C=CC=NC23)=O)C=C1 (9-Hydroxybenzo[h][1,6]naphthyridine-5(6H)-one). The yield is 70.1%. As a reaction SMILES: C[O:2][C:3]1[CH:17]=[CH:16][C:6]2[NH:7][C:8](=[O:15])[C:9]3[CH:10]=[CH:11][CH:12]=[N:13][C:14]=3[C:5]=2[CH:4]=1.ClCCl.B(Br)(Br)Br>ClCCl>[OH:2][C:3]1[CH:17]=[CH:16][C:6]2[NH:7][C:8](=[O:15])[C:9]3[CH:10]=[CH:11][CH:12]=[N:13][C:14]=3[C:5]=2[CH:4]=1 |f:1.2|. Procedure details: The compound (190 mg, 0.84 mmol) prepared in step 1 was dissolved in dichloromethane (2 ml), added with 1 M boron tribromide dichloromethane solution (4.2 ml). The mixture was stirred overnight at room temperature. The reaction mixture was poured into ice water and the precipitate was collected by filteration to obtain the title compound (125 mg, yield: 70%, yellow solid). Procedure details: To a −50° C. solution of lithium thiophene (1M in THF, 170 mL, 170 mmol) was added a solution of (±)-(4R*,5R*)-5-formyl-1-methyl-4-phenylpyrrolidin-2-one (Intermediate Z, 127 mmol) in THF (10 mL). The reaction mixture was allowed to warm to 0° C. over 45 min and treated with a saturated NH4Cl solution. The resulting mixture was extracted with EtOAc, dried (MgSO4) and concentrated under reduced pressure. The crude product was purified by flash chromatography (67% EtOAc/hex) to give (±)-(4R*,5R*)-... Solvent: C1CCOC1 (THF). Starting materials: [NH4+].[Cl-] (NH4Cl), S1C=CC=C1.[Li] (lithium thiophene), C(=O)[C@H]1[C@H](CC(N1C)=O)C1=CC=CC=C1 ((±)-(4R*,5R*)-5-formyl-1-methyl-4-phenylpyrrolidin-2-one), C(=O)[C@H]1[C@H](CC(N1C)=O)C1=CC=CC=C1 ((±)-(4R*,5R*)-5-formyl-1-methyl-4-phenylpyrrolidin-2-one). As a reaction SMILES: [S:1]1[CH:5]=[CH:4][CH:3]=[CH:2]1.[Li].[CH:7]([C@@H:9]1[N:13]([CH3:14])[C:12](=[O:15])[CH2:11][C@@H:10]1[C:16]1[CH:21]=[CH:20][CH:19]=[CH:18][CH:17]=1)=[O:8].[NH4+].[Cl-]>C1COCC1>[OH:8][C@H:7]([C:2]1[S:1][CH:5]=[CH:4][CH:3]=1)[C@@H:9]1[N:13]([CH3:14])[C:12](=[O:15])[CH2:11][C@@H:10]1[C:16]1[CH:21]=[CH:20][CH:19]=[CH:18][CH:17]=1 |f:0.1,3.4,^1:5|. Product: O[C@@H]([C@H]1[C@H](CC(N1C)=O)C1=CC=CC=C1)C=1SC=CC1 ((±)-(4R*,5R*)-5-((1S*)-hydroxy-2-thienylmethyl)-1-methyl-4-phenylpyrrolidin-2-one). Conditions: temperature 0 celsius. Isolated yield 26.7%.